This data is from the Open Reaction Database (ORD), a public repository of structured organic reaction records. The task is: describe an organic reaction: reactants, conditions, products, and yield Starting materials: COC(C1=CC(=C(C=C1Br)OC)OC)OC (6-Bromo-3,4-dimethoxybenzaldehyde dimethylacetal), C(C)=O (acetaldehyde). The product is COC(C1=CC(=C(C=C1C(C)O)OC)OC)OC (3,4-dimethoxy-6-(1-hydroxyethyl)benzaldehyde dimethylacetal). Reaction SMILES: [CH3:1][O:2][CH:3]([O:15][CH3:16])[C:4]1[C:9](Br)=[CH:8][C:7]([O:11][CH3:12])=[C:6]([O:13][CH3:14])[CH:5]=1.[CH:17](=[O:19])[CH3:18]>>[CH3:1][O:2][CH:3]([O:15][CH3:16])[C:4]1[C:9]([CH:17]([OH:19])[CH3:18])=[CH:8][C:7]([O:11][CH3:12])=[C:6]([O:13][CH3:14])[CH:5]=1. Procedure details: 6-Bromo-3,4-dimethoxybenzaldehyde dimethylacetal and acetaldehyde are treated in the same manner as in Reference Example 3 to give 3,4-dimethoxy-6-(1-hydroxyethyl)benzaldehyde dimethylacetal as oil. The reactants are [H-].[Na+] (NaH), N1C(CCC1C(=O)OCC)=O (ethyl 2-pyrrolidone-5-carboxylate), pet ether EtOAc, BrCCCCCCCCCCCC (1-bromododecane). The solvent is C1CCOC1 (THF), C1CCOC1 (THF). Product: C(CCCCCCCCCCC)N1C(CCC1C(=O)OCC)=O (ethyl 1--N-dodecyl-2-pyrrolidone-5-carboxylate). RXN SMILES: [H-].[Na+].[NH:3]1[CH:7]([C:8]([O:10][CH2:11][CH3:12])=[O:9])[CH2:6][CH2:5][C:4]1=[O:13].Br[CH2:15][CH2:16][CH2:17][CH2:18][CH2:19][CH2:20][CH2:21][CH2:22][CH2:23][CH2:24][CH2:25][CH3:26]>C1COCC1>[CH2:26]([N:3]1[CH:7]([C:8]([O:10][CH2:11][CH3:12])=[O:9])[CH2:6][CH2:5][C:4]1=[O:13])[CH2:25][CH2:24][CH2:23][CH2:22][CH2:21][CH2:20][CH2:19][CH2:18][CH2:17][CH2:16][CH3:15] |f:0.1|. Procedure: To a stirred solution of 1.92 g NaH (60%, washed with pet ether) in dry THF at room temperature under N2 was added dropwise a solution of 7.06 g of ethyl 2-pyrrolidone-5-carboxylate in 20 mL of THF. The mixture was refluxed for 1 h, cooled to room temperature, followed by dropwise addition of 1.3 equivalents of 1-bromododecane. After additional reflux overnight and workup, the crude oil was subjected to flash chromatography (silica, 8:2 pet ether/EtOAc) to give 3.14 g of ethyl 1--N-dodecyl-2-pyr... Starting materials: C(CC)C1=C(C=CC(=C1Cl)Cl)O (2-propyl-3,4-dichlorophenol), [H-].[Na+] (sodium hydride), [I-].[K+] (potassium iodide), BrCCCCCC(=O)O (6bromohexanoic acid), oil. Run in O (water), C(C)(=O)OCC (ethyl acetate), CN(P(=O)(N(C)C)N(C)C)C (hexamethylphosphoramide), O1CCCC1 (tetrahydrofuran). Reaction conditions: time 8 hour. Product: C(CC)C1=C(OCCCCCC(=O)O)C=CC(=C1Cl)Cl (6-(2-propyl-3,4-dichlorophenoxy)hexanoic acid). RXN SMILES: [CH2:1]([C:4]1[C:9]([Cl:10])=[C:8]([Cl:11])[CH:7]=[CH:6][C:5]=1[OH:12])[CH2:2][CH3:3].Br[CH2:14][CH2:15][CH2:16][CH2:17][CH2:18][C:19]([OH:21])=[O:20].[H-].[Na+].[I-].[K+]>O.C(OCC)(=O)C.CN(C)P(N(C)C)(N(C)C)=O.O1CCCC1>[CH2:1]([C:4]1[C:9]([Cl:10])=[C:8]([Cl:11])[CH:7]=[CH:6][C:5]=1[O:12][CH2:14][CH2:15][CH2:16][CH2:17][CH2:18][C:19]([OH:21])=[O:20])[CH2:2][CH3:3] |f:2.3,4.5|. Procedure details: To a solution of 1.1 g. of 2-propyl-3,4-dichlorophenol in 30 ml. of tetrahydrofuran and 30 ml. of hexamethylphosphoramide were added 4.1 g. of 6bromohexanoic acid. To the solution were then added 1.3 g. of a 50% oil dispersion of sodium hydride. A catalytic amount of potassium iodide was added and the reaction was stirred under a nitrogen atmosphere at 60°-70° C. overnight. The reaction was cooled to room temperature and ethyl acetate and water were added. The solution was evaporated to dryness.... The reactants are O (water), [OH-].[Na+] (sodium hydroxide), O (water), C1(=CC=CC=C1)S(=O)(=O)C1=CC=C(C=C1)C#CC(C(F)(F)F)(C)O (1-(4-phenylsulfonylphenyl)-3-hydroxy-3-methyl-4,4,4-trifluorobut-1-yne), [H-].[Al+3].[Li+].[H-].[H-].[H-] (lithium aluminum hydride). Run in O1CCCC1 (tetrahydrofuran). Reaction conditions: time 18 hour. Yields the product FC(C(/C=C/C1=CC=C(C=C1)S(=O)(=O)C1=CC=CC=C1)(C)O)(F)F (4,4,4-Trifluoro-3-hydroxy-3-methyl-1-(4-phenylsulfonylphenyl)-trans-but-1-ene). Yield: 37.6%. Reaction SMILES: [C:1]1([S:7]([C:10]2[CH:15]=[CH:14][C:13]([C:16]#[C:17][C:18]([OH:24])([CH3:23])[C:19]([F:22])([F:21])[F:20])=[CH:12][CH:11]=2)(=[O:9])=[O:8])[CH:6]=[CH:5][CH:4]=[CH:3][CH:2]=1.[H-].[Al+3].[Li+].[H-].[H-].[H-].O.[OH-].[Na+]>O1CCCC1>[F:22][C:19]([F:20])([F:21])[C:18]([OH:24])([CH3:23])/[CH:17]=[CH:16]/[C:13]1[CH:12]=[CH:11][C:10]([S:7]([C:1]2[CH:2]=[CH:3][CH:4]=[CH:5][CH:6]=2)(=[O:9])=[O:8])=[CH:15][CH:14]=1 |f:1.2.3.4.5.6,8.9|. Procedure: To a stirred solution of 1-(4-phenylsulfonylphenyl)-3-hydroxy-3-methyl-4,4,4-trifluorobut-1-yne (0.45 g, 1.27 mmol) in tetrahydrofuran (6 mL) was added lithium aluminum hydride (56 mg, 1.4 mmol) in one portion and the reaction mixture stirred for 18 hours. The reaction mixture was then treated sequentially with water (0.4 mL), 2N sodium hydroxide (0.4 mL), and water (1 mL). After 10 minutes of stirring the reaction was filtered through diatomaceous earth and the precipitate washed with ethyl ace... Reactants: [Rh(COD)Cl]2, (S)—(R)-PPF-PtBu2, 1, C1CCOC1 (THF), FC1=CC=C(C=C1)O (4-fluorophenol), C(C)OCC (diethyl ether). Conditions: temperature 80 celsius. Product: FC1=CC=C(O[C@@H]2[C@H](C3=CC=CC=C3C=C2)O)C=C1 ((1S,2S)-2-(4-Fluorophenoxy)-1,2,-dihydro-naphthalen-1-ol). Isolated yield 92.0%. Reaction SMILES: [CH2:1]1[CH2:5][O:4][CH2:3][CH2:2]1.[F:6][C:7]1[CH:12]=[CH:11][C:10]([OH:13])=[CH:9][CH:8]=1.C(O[CH2:17][CH3:18])C>>[F:6][C:7]1[CH:12]=[CH:11][C:10]([O:13][C@H:18]2[CH:17]=[CH:5][C:1]3[C:2](=[CH:5][CH:1]=[CH:2][CH:3]=3)[C@@H:3]2[OH:4])=[CH:9][CH:8]=1. Reported procedure: To a flame dried round-bottomed flask, [Rh(COD)Cl]2 (1.7 mg, 0.0035 mmol), (S)—(R)-PPF-PtBu2 (3.8 mg, 0.0069 mmol) and 1 (100 mg, 0.694 mmol) were added followed by addition of THF (2.5 mL) and 4-fluorophenol (389 mg, 3.47 mmol). The mixture was heated at 80° C. for 5 hours, then poured into diethyl ether and extracted 3 times with 10% aqueous sodium hydroxide solution. The aqueous extracts were combined and back-extracted three times with diethyl ether. The combined ether extracts were washed w...